This data is from the Open Reaction Database (ORD), a public repository of structured organic reaction records. The task is: describe an organic reaction: reactants, conditions, products, and yield The reactants are CN(CCN1C(=O)C=2C=CC=3NC4=CC=C(C=C4C3C2C1=O)Cl)C (N-(2-dimethylaminoethyl)-6-chlorocarbazole-3,4-dicarboximide), Example 3 ( 1 ), [H-].[Na+] (sodium hydride), S(=O)(=O)(OC)OC (dimethyl sulfate). The product is CN(CCN1C(=O)C=2C=CC=3N(C4=CC=C(C=C4C3C2C1=O)Cl)C)C (N-(2-dimethylaminoethyl)-6-chloro-9-methylcarbazole-3,4-dicarboximide). The yield is 60.0%. Reaction SMILES: [CH3:1][N:2]([CH3:24])[CH2:3][CH2:4][N:5]1[C:21](=[O:22])[C:20]2[C:19]3[C:18]4[C:13](=[CH:14][CH:15]=[C:16]([Cl:23])[CH:17]=4)[NH:12][C:11]=3[CH:10]=[CH:9][C:8]=2[C:6]1=[O:7].[H-].[Na+].S(OC)(O[CH3:31])(=O)=O>>[CH3:1][N:2]([CH3:24])[CH2:3][CH2:4][N:5]1[C:21](=[O:22])[C:20]2[C:19]3[C:18]4[C:13](=[CH:14][CH:15]=[C:16]([Cl:23])[CH:17]=4)[N:12]([CH3:31])[C:11]=3[CH:10]=[CH:9][C:8]=2[C:6]1=[O:7] |f:1.2|. Procedure details: 400 mg of N-(2-dimethylaminoethyl)-6-chlorocarbazole-3,4-dicarboximide, 50 mg of 60% sodium hydride and 150 mg of dimethyl sulfate were subjected to the same reaction as in Example 3 (1) to obtain 250 mg (yield: 60%) of N-(2-dimethylaminoethyl)-6-chloro-9-methylcarbazole-3,4-dicarboximide as yellow crystals. Reactants: COC(=O)c1cc(S(C)(=O)=O)c(S(=O)(=O)c2ccc(S(F)(F)(F)(F)F)cc2)cc1C, CC(C)(C)[O-], [Cl-], Cl, [K+], NC(N)=[NH2+], CN(C)C=O, O. Product: Cc1cc(S(=O)(=O)c2ccc(S(F)(F)(F)(F)F)cc2)c(S(C)(=O)=O)cc1C(=O)NC(=N)N. RXN SMILES: [CH3:12][S:13](=[O:14])(=[O:15])[c:16]1[c:17]([S:27](=[O:28])(=[O:29])[c:30]2[cH:31][cH:32][c:33]([S:36]([F:37])([F:38])([F:39])([F:40])[F:41])[cH:34][cH:35]2)[cH:18][c:19]([CH3:26])[c:20]([C:21](=[O:22])[O:23][CH3:24])[cH:25]1.[CH3:1][C:2]([CH3:3])([O-:4])[CH3:5].[Cl-:7].[ClH:42].[K+:6].[NH2:8][C:9]([NH2:10])=[NH2+:11].[O:43]=[CH:44][N:45]([CH3:46])[CH3:47].[OH2:48]>>[NH:8]=[C:9]([NH2:10])[NH:11][C:21]([c:20]1[c:19]([CH3:26])[cH:18][c:17]([S:27](=[O:28])(=[O:29])[c:30]2[cH:31][cH:32][c:33]([S:36]([F:37])([F:38])([F:39])([F:40])[F:41])[cH:34][cH:35]2)[c:16]([S:13]([CH3:12])(=[O:14])=[O:15])[cH:25]1)=[O:22]. Starting materials: [Al+3], COc1ccc2ccc(O)cc2c1, [Cl-], [Cl-], [Cl-], Clc1nnc(Cl)c2ccccc12, ClCCCl. The product is COc1ccc2ccc(O)c(-c3nnc(Cl)c4ccccc34)c2c1. Reaction SMILES: [Al+3:27].[CH3:13][O:14][c:15]1[cH:16][cH:17][c:18]2[cH:19][cH:20][c:21]([OH:25])[cH:22][c:23]2[cH:24]1.[Cl-:26].[Cl-:28].[Cl-:29].[Cl:1][c:2]1[n:3][n:4][c:5]([Cl:12])[c:6]2[cH:7][cH:8][cH:9][cH:10][c:11]12.[Cl:30][CH2:31][CH2:32][Cl:33]>>[c:2]1(-[c:22]2[c:21]([OH:25])[cH:20][cH:19][c:18]3[cH:17][cH:16][c:15]([O:14][CH3:13])[cH:24][c:23]32)[n:3][n:4][c:5]([Cl:12])[c:6]2[cH:7][cH:8][cH:9][cH:10][c:11]12. The reactants are IC=1C=CC=C2C(N(C(NC12)=S)CCOC)=O (8-iodo-3-(2-methoxyethyl)-2-thioxo-2,3-dihydroquinazolin-4(1H)-one), C(=O)([O-])[O-].[K+].[K+] (K2CO3), CI (MeI). Solvent: C1CCOC1 (THF). Run at temperature 65 celsius, time 10 minute. Yields the product IC=1C=CC=C2C(N(C(=NC12)SC)CCOC)=O (8-iodo-3-(2-methoxyethyl)-2-(methylthio)quinazolin-4(3H)-one). The yield is 78.7%. RXN SMILES: [I:1][C:2]1[CH:3]=[CH:4][CH:5]=[C:6]2[C:11]=1[NH:10][C:9](=[S:12])[N:8]([CH2:13][CH2:14][O:15][CH3:16])[C:7]2=[O:17].[C:18]([O-])([O-])=O.[K+].[K+].CI>C1COCC1>[I:1][C:2]1[CH:3]=[CH:4][CH:5]=[C:6]2[C:11]=1[N:10]=[C:9]([S:12][CH3:18])[N:8]([CH2:13][CH2:14][O:15][CH3:16])[C:7]2=[O:17] |f:1.2.3|. Procedure details: A sealable flask was charged with 2-amino-3-iodobenzoic acid (5.02 g, 19.09 mmol) and 2-methoxyethyl isothiocyanate (3.35 g, 28.6 mmol) in tBuOH (30 mL) followed by TEA (3.98 mL, 28.6 mmol). The flask was sealed and heated in an oil bath at 100° C. for 4 h with a blast shield. The reaction mixture was cooled to RT and the off white solid was filtered, rinsed with 2×25 mL of ether and dried to give 8-iodo-3-(2-methoxyethyl)-2-thioxo-2,3-dihydroquinazolin-4(1H)-one (6.21 g, 17.15 mmol, 90% yield) ... Starting materials: CCCOC(=O)Cl, O=C(O)C(F)(F)F, COc1ccccc1C(=O)c1cnc(NC2CCNCC2)nc1N. The product is CCCOC(=O)N1CCC(Nc2ncc(C(=O)c3ccccc3OC)c(N)n2)CC1. RXN SMILES: [CH2:32]([CH2:33][CH3:34])[O:35][C:36](=[O:37])[Cl:38].[F:1][C:2]([F:3])([F:4])[C:5]([OH:6])=[O:7].[NH2:8][c:9]1[n:10][c:11]([NH:25][CH:26]2[CH2:27][CH2:28][NH:29][CH2:30][CH2:31]2)[n:12][cH:13][c:14]1[C:15](=[O:16])[c:17]1[c:18]([O:23][CH3:24])[cH:19][cH:20][cH:21][cH:22]1>>[NH2:8][c:9]1[n:10][c:11]([NH:25][CH:26]2[CH2:27][CH2:28][N:29]([C:36]([O:35][CH2:32][CH2:33][CH3:34])=[O:37])[CH2:30][CH2:31]2)[n:12][cH:13][c:14]1[C:15](=[O:16])[c:17]1[c:18]([O:23][CH3:24])[cH:19][cH:20][cH:21][cH:22]1. Starting materials: CC(=O)OCC1OC(c2ccc(Br)c(Cc3ncc(-c4ccco4)s3)c2)C(OC(C)=O)C(OC(C)=O)C1OC(C)=O, CN1CCCC1=O, N#C[Cu]. The product is CC(=O)OCC1OC(c2ccc(C#N)c(Cc3ncc(-c4ccco4)s3)c2)C(OC(C)=O)C(OC(C)=O)C1OC(C)=O. RXN SMILES: [C:1]([CH3:2])(=[O:3])[O:4][CH:5]1[CH:6]([CH2:37][O:38][C:39]([CH3:40])=[O:41])[O:7][CH:8]([c:19]2[cH:20][c:21]([CH2:26][c:27]3[s:28][c:29](-[c:32]4[o:33][cH:34][cH:35][cH:36]4)[cH:30][n:31]3)[c:22]([Br:25])[cH:23][cH:24]2)[CH:9]([O:15][C:16]([CH3:17])=[O:18])[CH:10]1[O:11][C:12]([CH3:13])=[O:14].[CH3:45][N:46]1[CH2:47][CH2:48][CH2:49][C:50]1=[O:51].[Cu:42][C:43]#[N:44]>>[C:1]([CH3:2])(=[O:3])[O:4][CH:5]1[CH:6]([CH2:37][O:38][C:39]([CH3:40])=[O:41])[O:7][CH:8]([c:19]2[cH:20][c:21]([CH2:26][c:27]3[s:28][c:29](-[c:32]4[o:33][cH:34][cH:35][cH:36]4)[cH:30][n:31]3)[c:22]([C:43]#[N:44])[cH:23][cH:24]2)[CH:9]([O:15][C:16]([CH3:17])=[O:18])[CH:10]1[O:11][C:12]([CH3:13])=[O:14]. Starting materials: N1[C@@H]2[C@H](CC1)CN(C2)C(=O)OC(C)(C)C (tert-Butyl(3aR,6aR)-hexahydropyrrolo[3,4-b]pyrrole-5(1H)-carboxylate), CC(C)([O-])C.[Na+] (sodium tert-butoxide), BrC1=CC=C(C=C1)Br (1.4-dibromobenzene), C=1C=CC(=CC1)P(C=2C=CC=CC2)C3=CC=C4C=CC=CC4=C3C5=C6C=CC=CC6=CC=C5P(C=7C=CC=CC7)C=8C=CC=CC8 (BINAP). Reagents/catalysts: C=1C=CC(=CC1)/C=C/C(=O)/C=C/C2=CC=CC=C2.C=1C=CC(=CC1)/C=C/C(=O)/C=C/C2=CC=CC=C2.C=1C=CC(=CC1)/C=C/C(=O)/C=C/C2=CC=CC=C2.[Pd].[Pd] (Pd2(dba)3). Conditions: temperature 140 celsius. The product is BrC1=CC=C(C=C1)N1[C@@H]2[C@H](CC1)CN(C2)C(=O)OC(C)(C)C (tert-Butyl(3aR,6aR)-1-(4-bromophenyl)hexahydropyrrolo[3,4-b]pyrrole-5(1H)-carboxylate). RXN SMILES: [NH:1]1[CH2:5][CH2:4][C@@H:3]2[CH2:6][N:7]([C:9]([O:11][C:12]([CH3:15])([CH3:14])[CH3:13])=[O:10])[CH2:8][C@H:2]12.[Br:16][C:17]1[CH:22]=[CH:21][C:20](Br)=[CH:19][CH:18]=1.C1C=CC(P(C2C(C3C(P(C4C=CC=CC=4)C4C=CC=CC=4)=CC=C4C=3C=CC=C4)=C3C(C=CC=C3)=CC=2)C2C=CC=CC=2)=CC=1.CC(C)([O-])C.[Na+]>C1C=CC(/C=C/C(/C=C/C2C=CC=CC=2)=O)=CC=1.C1C=CC(/C=C/C(/C=C/C2C=CC=CC=2)=O)=CC=1.C1C=CC(/C=C/C(/C=C/C2C=CC=CC=2)=O)=CC=1.[Pd].[Pd]>[Br:16][C:17]1[CH:22]=[CH:21][C:20]([N:1]2[CH2:5][CH2:4][C@@H:3]3[CH2:6][N:7]([C:9]([O:11][C:12]([CH3:15])([CH3:14])[CH3:13])=[O:10])[CH2:8][C@H:2]23)=[CH:19][CH:18]=1 |f:3.4,5.6.7.8.9|. Procedure details: tert-Butyl(3aR,6aR)-hexahydropyrrolo[3,4-b]pyrrole-5(1H)-carboxylate (1, 1.5 g, 7.0 mmol), 1.4-dibromobenzene (2.8 g, 20.4 mmol), Pd2(dba)3 (275 mg, 0.3 mmol), BINAP (375 mg, 0.6 mmol) and sodium tert-butoxide (1.93 g, 20.0 mmol) were placed in glass microwave tubes and then purged three times with N2 gas, followed by the addition of toluene (45 mL). The mixture was heated to 140° C. for 15 minutes in a microwave reactor. The mixture was then cooled to room temperature, was filtered, and the cru... Reactants: CC(C)OC(=O)N1CCC(Oc2ncnc(Nc3ccc(S(C)(=O)=O)cc3F)c2C#N)CC1, [Cl-], [Cl-], Clc1ccccc1, NCCN, [Zn+2]. Product: CC(C)OC(=O)N1CCC(Oc2ncnc(Nc3ccc(S(C)(=O)=O)cc3F)c2C2=NCCN2)CC1. Reaction SMILES: [CH:1]([CH3:2])([CH3:3])[O:4][C:5](=[O:6])[N:7]1[CH2:8][CH2:9][CH:10]([O:13][c:14]2[n:15][cH:16][n:17][c:18]([NH:22][c:23]3[c:24]([F:33])[cH:25][c:26]([S:29](=[O:30])(=[O:31])[CH3:32])[cH:27][cH:28]3)[c:19]2[C:20]#[N:21])[CH2:11][CH2:12]1.[Cl-:45].[Cl-:47].[Cl:38][c:39]1[cH:40][cH:41][cH:42][cH:43][cH:44]1.[NH2:34][CH2:35][CH2:36][NH2:37].[Zn+2:46]>>[CH:1]([CH3:2])([CH3:3])[O:4][C:5](=[O:6])[N:7]1[CH2:8][CH2:9][CH:10]([O:13][c:14]2[n:15][cH:16][n:17][c:18]([NH:22][c:23]3[c:24]([F:33])[cH:25][c:26]([S:29](=[O:30])(=[O:31])[CH3:32])[cH:27][cH:28]3)[c:19]2[C:20]2=[N:21][CH2:36][CH2:35][NH:34]2)[CH2:11][CH2:12]1.